This data is from the Open Reaction Database (ORD), a public repository of structured organic reaction records. The task is: describe an organic reaction: reactants, conditions, products, and yield Starting materials: CI, CN(C)C=O, Cl, COc1ccc(-n2c(=O)cc(C(F)(F)F)[nH]c2=O)c(F)c1, [H-], [Na+]. The product is COc1ccc(-n2c(=O)cc(C(F)(F)F)n(C)c2=O)c(F)c1. As a reaction SMILES: [CH3:24][I:25].[CH3:27][N:28]([CH3:29])[CH:30]=[O:31].[ClH:26].[F:3][c:4]1[c:5](-[n:12]2[c:13](=[O:23])[nH:14][c:15]([C:19]([F:20])([F:21])[F:22])[cH:16][c:17]2=[O:18])[cH:6][cH:7][c:8]([O:10][CH3:11])[cH:9]1.[H-:1].[Na+:2]>>[F:3][c:4]1[c:5](-[n:12]2[c:13](=[O:23])[n:14]([CH3:24])[c:15]([C:19]([F:20])([F:21])[F:22])[cH:16][c:17]2=[O:18])[cH:6][cH:7][c:8]([O:10][CH3:11])[cH:9]1. Reactants: BrCC(=O)N1C(NC(C1)=O)(C)C (1-(2-bromoacetyl)-2,2-dimethyl-4-imidazolidinone), C(C1=CC=CC=C1)N (benzylamine). Reaction SMILES: Br[CH2:2][C:3]([N:5]1[CH2:9][C:8](=[O:10])[NH:7][C:6]1([CH3:12])[CH3:11])=[O:4].[CH2:13]([NH2:20])[C:14]1[CH:19]=[CH:18][CH:17]=[CH:16][CH:15]=1>>[CH2:13]([NH:20][CH2:2][C:3]([N:5]1[CH2:9][C:8](=[O:10])[NH:7][C:6]1([CH3:12])[CH3:11])=[O:4])[C:14]1[CH:19]=[CH:18][CH:17]=[CH:16][CH:15]=1. Procedure: A solution of 1-(2-bromoacetyl)-2,2-dimethyl-4-imidazolidinone (1.9 g) in 8.8 ml of benzylamine was stirred at room temperature for 4 hours. The excess of benzylamine was removed under reduced pressure (about 5 mmHg) at 80° C. The residue was taken up with ethyl acetate and the precipitate filtered off. The filtrate was evaporated and the residue was chromatographed on a silica gel column by eluting with dichloromethane/methanol 7:3. The selected fractions were collected and evaporated. Triturat... Product: C(C1=CC=CC=C1)NCC(=O)N1C(NC(C1)=O)(C)C (1-(2-Benzylaminoacetyl)-2,2-dimethyl-4-imidazolidinone). Reactants: OC(CC)C1=C(C(N2CC=3C(=NC4=CC=CC=C4C3)C2=C1)=O)C ((±)-7-(1-hydroxypropyl)-8-methylindolizino[1,2-b]quinolin-9(11H)-one), ClCC1=CC=C(C(=O)O)C=C1 (4-(chloromethyl)benzoic acid). Run in O (H2O). Yields the product ClCC1=CC=C(C(=O)OC(CC)C2=C(C(N3CC=4C(=NC5=CC=CC=C5C4)C3=C2)=O)C)C=C1 ((±)-7-[1-[[4(Chloromethyl)benzoyl]oxy]propyl]-8-methylindolizino[1,2-b]quinolin-9(11H)-one). RXN SMILES: [OH:1][CH:2]([C:5]1[CH:21]=[C:20]2[N:8]([CH2:9][C:10]3[C:11]2=[N:12][C:13]2[C:18]([CH:19]=3)=[CH:17][CH:16]=[CH:15][CH:14]=2)[C:7](=[O:22])[C:6]=1[CH3:23])[CH2:3][CH3:4].[Cl:24][CH2:25][C:26]1[CH:34]=[CH:33][C:29]([C:30](O)=[O:31])=[CH:28][CH:27]=1>O>[Cl:24][CH2:25][C:26]1[CH:34]=[CH:33][C:29]([C:30]([O:1][CH:2]([C:5]2[CH:21]=[C:20]3[N:8]([CH2:9][C:10]4[C:11]3=[N:12][C:13]3[C:18]([CH:19]=4)=[CH:17][CH:16]=[CH:15][CH:14]=3)[C:7](=[O:22])[C:6]=2[CH3:23])[CH2:3][CH3:4])=[O:31])=[CH:28][CH:27]=1. Reported procedure: The title compound was prepared according to the procedure in Example 3A except using (±)-7-(1-hydroxypropyl)-8-methylindolizino[1,2-b]quinolin-9(11H)-one and 4-(chloromethyl)benzoic acid. 1H NMR (CDCl3) d 8.33 (s, 1H), 8.16 (m, 3H), 7.91 (br d, J=7.3 Hz, 1H), 7.78 (m, 1H), 7.61 (m, 1H), 7.51 (d, J=8.3 Hz, 2H), 7.40 (s, 1H), 6.11 (dd, J=8.1, 6.1 Hz, 1H), 5.26 (s, 2H), 4.63 (s, 2H), 2.45 (s, 3H), 2.21-1.93 (m, 2H), 1.08 (t, J=7.3 Hz, 3H). Anal. Calcd for C27H23ClN2O3.1/2 H2O: C, 69.30; H, 5.17; N... Reactants: COC(CCCCCOC=1C=CC2=C(N(C(=N2)C2=CC=CC=C2)C2=CC=CC=C2)C1[N+](=O)[O-])=O (6-[(1,2-diphenyl-7-nitro-1H-benzimidazol-6-yl)oxy]hexanoic acid methyl ester). Reagents/catalysts: [Ni] (Raney nickel). Solvent: C(C)O (ethanol). Yields the product COC(CCCCCOC=1C=CC2=C(N(C(=N2)C2=CC=CC=C2)C2=CC=CC=C2)C1N)=O (6-[(7-Amino-1,2-diphenyl-1H-benzimidazol-6-yl)oxy]hexanoic acid methyl ester). RXN SMILES: [CH3:1][O:2][C:3](=[O:34])[CH2:4][CH2:5][CH2:6][CH2:7][CH2:8][O:9][C:10]1[CH:11]=[CH:12][C:13]2[N:17]=[C:16]([C:18]3[CH:23]=[CH:22][CH:21]=[CH:20][CH:19]=3)[N:15]([C:24]3[CH:29]=[CH:28][CH:27]=[CH:26][CH:25]=3)[C:14]=2[C:30]=1[N+:31]([O-])=O>C(O)C.[Ni]>[CH3:1][O:2][C:3](=[O:34])[CH2:4][CH2:5][CH2:6][CH2:7][CH2:8][O:9][C:10]1[CH:11]=[CH:12][C:13]2[N:17]=[C:16]([C:18]3[CH:19]=[CH:20][CH:21]=[CH:22][CH:23]=3)[N:15]([C:24]3[CH:29]=[CH:28][CH:27]=[CH:26][CH:25]=3)[C:14]=2[C:30]=1[NH2:31]. Reported procedure: 340 mg of 6-[(1,2-diphenyl-7-nitro-1H-benzimidazol-6-yl)oxy]hexanoic acid methyl ester was hydrogenated in ethanol with Raney nickel in an autoclave at 50° C. and at normal pressure. After hydrogen absorption ended, catalyst was filtered out and concentrated by evaporation in a vacuum. The solvent is C1CCOC1 (THF), C1CCOC1 (THF). Reaction conditions: temperature 45 celsius. Product: COC=1C=C(C=C(C1SC)C)O (3-methoxy-5-methyl-4-(methylsulfanyl)phenol). Procedure details: The allyl ether from stage (i) (850 mg, 3.8 mmol) was dissolved in THF (38 mL) and treated with palladium tetrakis(triphenylphosphine) (440 mg, 0.38 mmol) and sodium borohydride (719 mg, 19 mmol). The reaction mixture was then heated to 45° C. for 18 h. After cooling to room temperature most of the THF was evaporated and the residue was partitioned between 2M NaOH (25 mL) and diethyl ether (25 mL). The aqueous layer was separated and the organic layer was re-extracted with 2M NaOH (25 mL). The c... Reagents/catalysts: C1(=CC=CC=C1)P(C1=CC=CC=C1)C1=CC=CC=C1.C1(=CC=CC=C1)P(C1=CC=CC=C1)C1=CC=CC=C1.C1(=CC=CC=C1)P(C1=CC=CC=C1)C1=CC=CC=C1.C1(=CC=CC=C1)P(C1=CC=CC=C1)C1=CC=CC=C1.[Pd] (palladium tetrakis(triphenylphosphine)). The reactants are C(C=C)OC=1C=C(C(=C(C1)OC)SC)C (5-(allyloxy)-1-methoxy-3-methyl-2-(methylsulfanyl)benzene), [BH4-].[Na+] (sodium borohydride). RXN SMILES: C([O:4][C:5]1[CH:6]=[C:7]([CH3:15])[C:8]([S:13][CH3:14])=[C:9]([O:11][CH3:12])[CH:10]=1)C=C.[BH4-].[Na+]>C1COCC1.C1(P(C2C=CC=CC=2)C2C=CC=CC=2)C=CC=CC=1.C1(P(C2C=CC=CC=2)C2C=CC=CC=2)C=CC=CC=1.C1(P(C2C=CC=CC=2)C2C=CC=CC=2)C=CC=CC=1.C1(P(C2C=CC=CC=2)C2C=CC=CC=2)C=CC=CC=1.[Pd]>[CH3:12][O:11][C:9]1[CH:10]=[C:5]([OH:4])[CH:6]=[C:7]([CH3:15])[C:8]=1[S:13][CH3:14] |f:1.2,4.5.6.7.8|. Reactants: ClCc1cc(Cl)ccc1Cl, [H-], CCOC(=O)c1cc2c(cn1)[nH]c1ccc(N)cc12, [Na+], CN(C)C=O. Yields the product CCOC(=O)c1cc2c3cc(N)ccc3n(Cc3cc(Cl)ccc3Cl)c2cn1. As a reaction SMILES: [Cl:22][c:23]1[c:24]([CH2:25][Cl:26])[cH:27][c:28]([Cl:31])[cH:29][cH:30]1.[H-:21].[NH2:1][c:2]1[cH:3][c:4]2[c:5]3[cH:6][c:7]([C:15](=[O:16])[O:17][CH2:18][CH3:19])[n:8][cH:9][c:10]3[nH:11][c:12]2[cH:13][cH:14]1.[Na+:20].[O:32]=[CH:33][N:34]([CH3:35])[CH3:36]>>[NH2:1][c:2]1[cH:3][c:4]2[c:5]3[cH:6][c:7]([C:15](=[O:16])[O:17][CH2:18][CH3:19])[n:8][cH:9][c:10]3[n:11]([CH2:25][c:24]3[c:23]([Cl:22])[cH:30][cH:29][c:28]([Cl:31])[cH:27]3)[c:12]2[cH:13][cH:14]1. Reactants: C(C)O\C(\C)=C/1\C(OC(C2=C1C=CC=C2F)=O)=O (4-[1-Ethoxy-eth-(E)-ylidene]-8-fluoro-2-benzopyran-1,3-dione), C(NN)(=O)OC(C)(C)C (tert-butyl carbazate), C(C)O (ethanol). Product: C(C)(C)(C)OC(NN1C(C2=C(C=CC=C2C=C1C)F)=O)=O ((8-Fluoro-3-methyl-1-oxo-1H-isoquinolin-2-yl)-carbamic acid tert-butyl ester). The yield is 56.0%. RXN SMILES: C(O/[C:4](=[C:6]1/C(=O)O[C:9](=[O:17])[C:10]2[C:15]([F:16])=[CH:14][CH:13]=[CH:12][C:11]/1=2)/[CH3:5])C.[C:19]([O:23][C:24]([CH3:27])([CH3:26])[CH3:25])(=[O:22])[NH:20][NH2:21].C(O)C>>[C:24]([O:23][C:19](=[O:22])[NH:20][N:21]1[C:4]([CH3:5])=[CH:6][C:11]2[C:10](=[C:15]([F:16])[CH:14]=[CH:13][CH:12]=2)[C:9]1=[O:17])([CH3:27])([CH3:26])[CH3:25]. Reported procedure: A suspension of 4-[1-Ethoxy-eth-(E)-ylidene]-8-fluoro-2-benzopyran-1,3-dione (5.25 g, 21.0 mmol), tert-butyl carbazate (3.43 g, 26.0 mmol) in ethanol (25.0 mL, 428 mmol) was heated under reflux for 30 min with intensive gas formation. The obtained clear purple solution was allowed to cool to r.t. with formation of white precipitate, cooled on dry ice—ethanol bath, filtered, washed with cold ethanol (3×10 ml) to give 3.436 g of the pure title product. Supernatant was quenched with water (200 ml),... Reactants: C(C)=O (acetaldehyde), [N+](=O)([O-])O[C@H](CCCC(=O)O)CO[N+](=O)[O-] ((5R)-5,6-bis(nitrooxy)hexanoic acid), C(C(=O)Cl)(=O)Cl (oxalyl chloride). Reagents/catalysts: [Cl-].[Zn+2].[Cl-] (zinc chloride), CN(C=O)C (N,N-dimethylformamide). The solvent is ClCCl (dichloromethane), ClCCl (dichloromethane), ClCCl (dichloromethane). Conditions: time 1 hour. The product is ethyl acetate hexanes, [N+](=O)([O-])O[C@H](CCCC(=O)OC(C)Cl)CO[N+](=O)[O-] (1-chloroethyl (5R)-5,6-bis(nitrooxy)hexanoate). As a reaction SMILES: [N+:1]([O:4][C@@H:5]([CH2:12][O:13][N+:14]([O-:16])=[O:15])[CH2:6][CH2:7][CH2:8][C:9]([OH:11])=[O:10])([O-:3])=[O:2].[C:17](Cl)(=O)[C:18]([Cl:20])=O.C(=O)C>CN(C)C=O.ClCCl.[Cl-].[Zn+2].[Cl-]>[N+:1]([O:4][C@@H:5]([CH2:12][O:13][N+:14]([O-:16])=[O:15])[CH2:6][CH2:7][CH2:8][C:9]([O:11][CH:18]([Cl:20])[CH3:17])=[O:10])([O-:3])=[O:2] |f:5.6.7|. Procedure details: To a dichloromethane (10 mL) solution of (5R)-5,6-bis(nitrooxy)hexanoic acid (292 mg, 1.22 mmol) was added oxalyl chloride (0.54 mL, 6.12 mmol), followed by a few drops of N,N-dimethylformamide. After bubbling has stopped, the reaction mixture was concentrated in vacuo to afford a yellow slurry, which was redissolved in dichloromethane (5 mL). This solution was added to a mixture of zinc chloride (166 mg, 1.22 mmol) and acetaldehyde (0.15 mL, 2.66 mmol) in dichloromethane (5 mL) at 0° C. The rea...